Dataset: the Open Reaction Database (ORD), a public repository of structured organic reaction records. Task: describe an organic reaction: reactants, conditions, products, and yield Reactants: BrC1=CC(=C(C=C1)CO)Cl ((4-bromo-2-chlorophenyl)methanol), C(Br)(Br)(Br)Br (carbon tetrabromide), C1(=CC=CC=C1)P(C1=CC=CC=C1)C1=CC=CC=C1 (triphenylphosphine). The solvent is ClCCl (dichloromethane). Reaction conditions: time 16 hour. Yields the product BrC1=CC(=C(C=C1)CBr)Cl (4-bromo-1-(bromomethyl)-2-chlorobenzene). The yield is 129.0%. RXN SMILES: [Br:1][C:2]1[CH:7]=[CH:6][C:5]([CH2:8]O)=[C:4]([Cl:10])[CH:3]=1.C(Br)(Br)(Br)[Br:12].C1(P(C2C=CC=CC=2)C2C=CC=CC=2)C=CC=CC=1>ClCCl>[Br:1][C:2]1[CH:7]=[CH:6][C:5]([CH2:8][Br:12])=[C:4]([Cl:10])[CH:3]=1. Procedure details: To a stirred solution of (4-bromo-2-chlorophenyl)methanol (4.34 g, 19.6 mmol) in dichloromethane (98 mL) at 0° C. is added carbon tetrabromide (6.5 g, 19.6 mmol) and triphenylphosphine (5.14 g, 19.6 mmol). The reaction mixture is stirred 16 h at room temperature. Then, the solvent is removed and the crude solid suspended in hexanes/EtOAc 9:1 (100 mL) and filtered on a silica gel pad. The pad is rinsed with hexanes/EtOAc 9:1 (100 mL) and the filtrate is concentrated in vacuo to provide the expect... Starting materials: 4-methylphenyl Grignard reagent, BrC1=CC=C(C=C1)C (4-bromotoluene), [Mg] (magnesium), C1(=CC=CC=C1)S(=O)C1=CC=CC=C1 (diphenyl sulfoxide), Cl[Si](C)(C)C (chlorotrimethylsilane), Br (hydrobromic acid). Solvent: O1CCCC1 (THF), O1CCCC1 (tetrahydrofuran). Conditions: time 30 minute. Product: [Br-].CC1=CC=C(C=C1)[S+](C1=CC=CC=C1)C1=CC=CC=C1 (4-methylphenyldiphenylsulfonium bromide). The yield is 76.0%. RXN SMILES: [Br:1][C:2]1[CH:7]=[CH:6][C:5]([CH3:8])=[CH:4][CH:3]=1.[Mg].[C:10]1([S:16]([C:18]2[CH:23]=[CH:22][CH:21]=[CH:20][CH:19]=2)=O)[CH:15]=[CH:14][CH:13]=[CH:12][CH:11]=1.Cl[Si](C)(C)C.Br>O1CCCC1>[Br-:1].[CH3:8][C:5]1[CH:6]=[CH:7][C:2]([S+:16]([C:18]2[CH:19]=[CH:20][CH:21]=[CH:22][CH:23]=2)[C:10]2[CH:15]=[CH:14][CH:13]=[CH:12][CH:11]=2)=[CH:3][CH:4]=1 |f:6.7|. Reported procedure: In a 4-methylphenyl Grignard reagent of 1.32 L (1.88 mol, 1.42 mol/L, 2.5 equiv.) prepared by a common method from 4-bromotoluene and magnesium as raw materials using tetrahydrofuran (THF) as a solvent was added a solution dissolving diphenyl sulfoxide of 151.71 g (0.75 mol, 1 equiv.) and chlorotrimethylsilane (TMSCl) of 407.25 g (3.75 mol, 5 equiv.) in THF of 0.6 L at −5° C. to room temperature, followed by reacting under stirring for 30 minutes. After termination of the reaction, the resultant... Reactants: COC(=O)C1CN(Cc2ccc(-c3nc4ccc(C(=O)c5ccccc5)nc4s3)c(F)c2)C1, C1CCOC1, Cl, [Li+], O=P([O-])([O-])[O-], [OH-], O, O. The product is O=C(c1ccccc1)c1ccc2nc(-c3ccc(CN4CC(C(=O)O)C4)cc3F)sc2n1. As a reaction SMILES: [C:4]([c:5]1[cH:6][cH:7][cH:8][cH:9][cH:10]1)(=[O:11])[c:12]1[cH:13][cH:14][c:15]2[c:16]([n:17]1)[s:18][c:19](-[c:21]1[c:22]([F:36])[cH:23][c:24]([CH2:27][N:28]3[CH2:29][CH:30]([C:32](=[O:33])[O:34][CH3:35])[CH2:31]3)[cH:25][cH:26]1)[n:20]2.[CH2:43]1[O:44][CH2:45][CH2:46][CH2:47]1.[ClH:37].[Li+:3].[O-:38][P:39](=[O:40])([O-:41])[O-:42].[OH-:2].[OH2:1].[OH2:48]>>[C:4]([c:5]1[cH:6][cH:7][cH:8][cH:9][cH:10]1)(=[O:11])[c:12]1[cH:13][cH:14][c:15]2[c:16]([n:17]1)[s:18][c:19](-[c:21]1[c:22]([F:36])[cH:23][c:24]([CH2:27][N:28]3[CH2:29][CH:30]([C:32](=[O:33])[OH:34])[CH2:31]3)[cH:25][cH:26]1)[n:20]2. Reactants: CN(C)C(=O)Cl, Cc1ccccc1, Cc1nc(O)cc(CCl)n1, [H-], [H][H], [Na+]. The product is Cc1nc(CCl)cc(OC(=O)N(C)C)n1. RXN SMILES: [CH3:15][N:16]([C:17](=[O:18])[Cl:19])[CH3:20].[CH3:21][c:22]1[cH:23][cH:24][cH:25][cH:26][cH:27]1.[Cl:1][CH2:2][c:3]1[n:4][c:5]([CH3:10])[n:6][c:7]([OH:9])[cH:8]1.[H-:11].[H:13][H:14].[Na+:12]>>[Cl:1][CH2:2][c:3]1[n:4][c:5]([CH3:10])[n:6][c:7]([O:9][C:17]([N:16]([CH3:15])[CH3:20])=[O:18])[cH:8]1. Reactants: CCn1nccc1O, CCOC(C)=O, CC#N, CC(=O)c1cc(-c2c(Cl)ccc(C(=O)O)c2Cl)n(C)n1, [Na+], [Na+], O=C([O-])[O-]. Product: CCn1nccc1OC(=O)c1ccc(Cl)c(-c2cc(C(C)=O)nn2C)c1Cl. Reaction SMILES: [CH2:1]([CH3:2])[n:3]1[n:4][cH:5][cH:6][c:7]1[OH:8].[CH3:35][CH2:36][O:37][C:38](=[O:39])[CH3:40].[CH3:41][C:42]#[N:43].[Cl:9][c:10]1[c:11]([C:12](=[O:13])[OH:14])[cH:15][cH:16][c:17]([Cl:28])[c:18]1-[c:19]1[cH:20][c:21]([C:25](=[O:26])[CH3:27])[n:22][n:23]1[CH3:24].[Na+:29].[Na+:30].[O-:31][C:32](=[O:33])[O-:34]>>[CH2:1]([CH3:2])[n:3]1[n:4][cH:5][cH:6][c:7]1[O:8][C:12]([c:11]1[c:10]([Cl:9])[c:18](-[c:19]2[cH:20][c:21]([C:25](=[O:26])[CH3:27])[n:22][n:23]2[CH3:24])[c:17]([Cl:28])[cH:16][cH:15]1)=[O:13].